Dataset: the Open Reaction Database (ORD), a public repository of structured organic reaction records. Task: describe an organic reaction: reactants, conditions, products, and yield The reactants are O=C(O)c1cc(Cl)cc(Cl)n1, NCc1ccc2c(c1)OCO2. The reagents and catalysts are CCN=C=NCCCN(C)C.Cl (EDC-HCl), CCOC(=O)C(=NO)C#N (Oxyma). The solvent is CN(C)C=O (DMF), CN(C)C=O (DMF), CN(C)C=O (DMF), CN(C)C=O (DMF), CN(C)C=O (DMF), CN(C)C=O (DMF). Reaction conditions: temperature 25 celsius, time 2 hour. Yields the product O=C(NCc1ccc2c(c1)OCO2)c1cc(Cl)cc(Cl)n1. Yield: 54.2%. Reaction SMILES: NCc1ccc2c(c1)OCO2.O=C(O)c1cc(Cl)cc(Cl)n1.CCN=C=NCCCN(C)C.Cl.CCOC(=O)C(=NO)C#N.CN(C)C=O>>O=C(NCc1ccc2c(c1)OCO2)c1cc(Cl)cc(Cl)n1.